This data is from the Open Reaction Database (ORD), a public repository of structured organic reaction records. The task is: describe an organic reaction: reactants, conditions, products, and yield Reactants: t-butyl ester, O (Water), [H-].[Na+] (Sodium hydride), ClC=1C(=C(C=CC1)C(C(=O)NC)=NOC)CO (3-chloro-2-hydroxymethyl-α-methyoxyimino-N-methyl-benzeneacetamide), ClC=1C(=NC=C(C(=O)O)C1)Cl (5,6-Dichloronicotinic acid). Solvent: C1CCOC1 (THF), C1CCOC1 (THF). Reaction conditions: temperature 25 celsius, time 10 minute. Yields the product CON=C(C(=O)NC)C1=C(C(=CC=C1)Cl)COC1=NC=C(C=C1Cl)C(=O)OC(C)(C)C (α-(methoxyimino)-N-methyl-2-[[[3-chloro-5-(t-butoxycarbonyl)-2-pyridinyl]oxy]methyl]-3-chloro-benzeneacetamide). As a reaction SMILES: [H-].[Na+].[Cl:3][C:4]1[C:5]([CH2:18][OH:19])=[C:6]([C:10](=[N:15][O:16][CH3:17])[C:11]([NH:13][CH3:14])=[O:12])[CH:7]=[CH:8][CH:9]=1.[Cl:20][C:21]1[C:22](Cl)=[N:23][CH:24]=[C:25]([CH:29]=1)[C:26]([OH:28])=[O:27].O>C1COCC1>[CH3:17][O:16][N:15]=[C:10]([C:6]1[CH:7]=[CH:8][CH:9]=[C:4]([Cl:3])[C:5]=1[CH2:18][O:19][C:22]1[C:21]([Cl:20])=[CH:29][C:25]([C:26]([O:28][C:5]([CH3:18])([CH3:6])[CH3:4])=[O:27])=[CH:24][N:23]=1)[C:11]([NH:13][CH3:14])=[O:12] |f:0.1|. Reported procedure: Sodium hydride (60%, 0.12 g, 3.0 mmol) was added to a solution of 3-chloro-2-hydroxymethyl-α-methyoxyimino-N-methyl-benzeneacetamide (0.43 g, 1.68 mmol) in dry THF (10 mL) and stirred for 10 minutes at 25° C. under N2 atmosphere. 5,6-Dichloronicotinic acid; t-butyl ester (0.44 g, 1.87 mmol) in 2-3 mL THF was added to this reaction mixture and stirred at 25° C. for about two hours. Water (40 mL) was added and the resulting mixture was extracted with ether (2×), dried (anhydrous Na2SO4), filtered ...